Dataset: the Open Reaction Database (ORD), a public repository of structured organic reaction records. Task: describe an organic reaction: reactants, conditions, products, and yield Starting materials: NCC(C)C1=CC=C(C=C1)C=1C=2C3=C(C(NC2C=CC1OC)=O)SC=C3 (9-(4-(1-aminopropan-2-yl)phenyl)-8-methoxythieno[2,3-c]quinolin-4(5H)-one), B(Br)(Br)Br (BBr3), C(Cl)Cl (CH2Cl2). The product is Cl.NCC(C)C1=CC=C(C=C1)C=1C=2C3=C(C(NC2C=CC1O)=O)SC=C3 (9-(4-(1-aminopropan-2-yl)phenyl)-8-hydroxythieno[2,3-c]quinolin-4(5H)-one Hydrochloride). Isolated yield 42.0%. Reaction SMILES: [NH2:1][CH2:2][CH:3]([C:5]1[CH:10]=[CH:9][C:8]([C:11]2[C:12]3[C:13]4[CH:26]=[CH:25][S:24][C:14]=4[C:15](=[O:23])[NH:16][C:17]=3[CH:18]=[CH:19][C:20]=2[O:21]C)=[CH:7][CH:6]=1)[CH3:4].B(Br)(Br)Br.C(Cl)[Cl:32]>>[ClH:32].[NH2:1][CH2:2][CH:3]([C:5]1[CH:6]=[CH:7][C:8]([C:11]2[C:12]3[C:13]4[CH:26]=[CH:25][S:24][C:14]=4[C:15](=[O:23])[NH:16][C:17]=3[CH:18]=[CH:19][C:20]=2[OH:21])=[CH:9][CH:10]=1)[CH3:4] |f:3.4|. Procedure: Following General Procedure F, 9-(4-(1-aminopropan-2-yl)phenyl)-8-methoxythieno[2,3-c]quinolin-4(5H)-one (120 mg, 0.33 mmol) in CH2Cl2 at 0° C. was added BBr3 (1.0 M in CH2Cl2, 5 mL, 5 mmol) and the reaction was warmed to room temperature for 4 h. The reaction was quenched by pouring onto water or ice-water and the resulting mixture was concentrated and purified by preparatory HPLC (C18 silica, acetonitrile/water (with 0.05% TFA) gradient). The desired product was dissolved in aqueous HCl, conce... Starting materials: COC(=O)c1ccnc2[nH]cc(CNC3CCCN(C(=O)OC(C)(C)C)C3)c12, [Li+], C1COCCO1, [OH-]. Yields the product CC(C)(C)OC(=O)N1CCCC(NCc2c[nH]c3nccc(C(=O)O)c23)C1. RXN SMILES: [C:1]([CH3:2])([CH3:3])([CH3:4])[O:5][C:6](=[O:7])[N:8]1[CH2:9][CH:10]([NH:14][CH2:15][c:16]2[cH:17][nH:18][c:19]3[n:20][cH:21][cH:22][c:23]([C:25](=[O:26])[O:27][CH3:28])[c:24]23)[CH2:11][CH2:12][CH2:13]1.[Li+:30].[O:31]1[CH2:32][CH2:33][O:34][CH2:35][CH2:36]1.[OH-:29]>>[C:1]([CH3:2])([CH3:3])([CH3:4])[O:5][C:6](=[O:7])[N:8]1[CH2:9][CH:10]([NH:14][CH2:15][c:16]2[cH:17][nH:18][c:19]3[n:20][cH:21][cH:22][c:23]([C:25](=[O:26])[OH:27])[c:24]23)[CH2:11][CH2:12][CH2:13]1. Reactants: ClC(COC(NC=1N(N=C(C1)C(C)(C)C)C1=CC(=CC=C1)O[C@@H](CO)C)=O)(Cl)Cl ({5-tert-Butyl-2-[3-((R)-2-hydroxy-1-methyl-ethoxy)-phenyl]-2H-pyrazol-3-yl}-carbamic acid 2,2,2-trichloro-ethyl ester), C[C@@H]1N(CCCC1)C1=NN=C2N1C=C(C=C2)O[C@@H]2CC[C@@H](C1=CC=CC=C21)N ((1S,4R)-4-[3-((S)-2-Methyl-piperidin-1-yl)-[1,2,4]triazolo[4,3-a]pyridin-6-yloxy]-1,2,3,4-tetrahydro-naphthalen-1-ylamine), CCN(C(C)C)C(C)C (DIPEA). Run in O1CCOCC1 (1,4-dioxane). Reaction conditions: temperature 70 celsius, time 7.5 hour. Yields the product C(C)(C)(C)C=1C=C(N(N1)C1=CC(=CC=C1)O[C@@H](CO)C)NC(=O)N[C@H]1CC[C@H](C2=CC=CC=C12)OC=1C=CC=2N(C1)C(=NN2)N2[C@H](CCCC2)C (1-{5-tert-Butyl-2-[3-((R)-2-hydroxy-1-methyl-ethoxy)-phenyl]-2H-pyrazol-3-yl}-3-{(1S,4R)-4-[3-((S)-2-methyl-piperidin-1-yl)-[1,2,4]triazolo[4,3-a]pyridin-6-yloxy]-1,2,3,4-tetrahydro-naphthalen-1-yl}-urea). Yield: 60.6%. RXN SMILES: ClC(Cl)(Cl)CO[C:5](=[O:27])[NH:6][C:7]1[N:8]([C:16]2[CH:21]=[CH:20][CH:19]=[C:18]([O:22][C@H:23]([CH3:26])[CH2:24][OH:25])[CH:17]=2)[N:9]=[C:10]([C:12]([CH3:15])([CH3:14])[CH3:13])[CH:11]=1.[CH3:30][C@H:31]1[CH2:36][CH2:35][CH2:34][CH2:33][N:32]1[C:37]1[N:41]2[CH:42]=[C:43]([O:46][C@H:47]3[C:56]4[C:51](=[CH:52][CH:53]=[CH:54][CH:55]=4)[C@@H:50]([NH2:57])[CH2:49][CH2:48]3)[CH:44]=[CH:45][C:40]2=[N:39][N:38]=1.CCN(C(C)C)C(C)C>O1CCOCC1>[C:12]([C:10]1[CH:11]=[C:7]([NH:6][C:5]([NH:57][C@@H:50]2[C:51]3[C:56](=[CH:55][CH:54]=[CH:53][CH:52]=3)[C@H:47]([O:46][C:43]3[CH:44]=[CH:45][C:40]4[N:41]([C:37]([N:32]5[CH2:33][CH2:34][CH2:35][CH2:36][C@@H:31]5[CH3:30])=[N:38][N:39]=4)[CH:42]=3)[CH2:48][CH2:49]2)=[O:27])[N:8]([C:16]2[CH:21]=[CH:20][CH:19]=[C:18]([O:22][C@H:23]([CH3:26])[CH2:24][OH:25])[CH:17]=2)[N:9]=1)([CH3:15])([CH3:13])[CH3:14]. Procedure: A solution of Intermediate 151c (102 mg, 0.22 mmol) in 1,4-dioxane (2.0 mL) was treated with Intermediate 81d (75 mg, 0.20 mmol) and DIPEA (0.043 mL, 0.25 mmol) and the mixture was stirred at 70° C. for 7.5 h then at 50° C. for 64 h. The cooled solution was concentrated in vacuo, and the residue was partitioned between DCM and water. The phases were separated and the aqueous layer was extracted with DCM (×2). The combined organic phase was washed with brine, dried (Na2SO4) and concentrated in va... The reagents and catalysts are [Li]CCCC (n-BuLi). The product is C(C)(C)N(CC[C@H](C1=CC=CC=C1)C1=C(C=CC(=C1)C=O)OCC1=CC=CC=C1)C(C)C ((R)-N,N-Diisopropyl-3-(2-benzyloxy-5-formylphenyl)-3-phenylpropanamine). Reaction SMILES: [CH:1]([N:4]([CH:29]([CH3:31])[CH3:30])[CH2:5][CH2:6][C@@H:7]([C:14]1[CH:19]=[C:18](Br)[CH:17]=[CH:16][C:15]=1[O:21][CH2:22][C:23]1[CH:28]=[CH:27][CH:26]=[CH:25][CH:24]=1)[C:8]1[CH:13]=[CH:12][CH:11]=[CH:10][CH:9]=1)([CH3:3])[CH3:2].[Li]CCCC.CN([CH:40]=[O:41])C.[NH4+].[Cl-]>C(OCC)C.[Li]CCCC.O>[CH:1]([N:4]([CH:29]([CH3:31])[CH3:30])[CH2:5][CH2:6][C@@H:7]([C:14]1[CH:19]=[C:18]([CH:40]=[O:41])[CH:17]=[CH:16][C:15]=1[O:21][CH2:22][C:23]1[CH:28]=[CH:27][CH:26]=[CH:25][CH:24]=1)[C:8]1[CH:13]=[CH:12][CH:11]=[CH:10][CH:9]=1)([CH3:3])[CH3:2] |f:3.4|. Starting materials: C(C)(C)N(CC[C@H](C1=CC=CC=C1)C1=C(C=CC(=C1)Br)OCC1=CC=CC=C1)C(C)C ((R)-N,N-diisopropyl-3-(2-benzyloxy-5-bromophenyl)-3-phenylpropanamine), [Li]CCCC (n-BuLi), [Li]CCCC (n-BuLi), CN(C)C=O (DMF), CN(C)C=O (DMF), [NH4+].[Cl-] (NH4Cl). Yield: 100.6%. Procedure: n-BuLi (2.5 M in hexane, 19 mL, 47.5 nmol) was added to a solution of to (R)-N,N-diisopropyl-3-(2-benzyloxy-5-bromophenyl)-3-phenylpropanamine (prepared as described in WO 94/11337, Example 1) (8.9 g, 18.52 mmol) in dry diethyl ether (100 mL) kept at −40° C. under nitrogen atmosphere. After 1.5 hour of stirring, additional n-BuLi (10 mL, 25 mmol) was added and after 2 hours another n-BuLi (5 mL, 12.5 mmol) was added. The reaction was then stirred for 15 minutes and DMF (6 mL, 77.8 mmol) was adde... Conditions: time 1.5 hour. The solvent is C(C)OCC (diethyl ether), C(C)OCC (diethyl ether), O (water). The reactants are C1(=CC=CC=C1)C=1OC=C(N1)COC1=CC=C(C=O)C=C1 (4-(2-phenyl-oxazol-4-ylmethoxy)benzaldehyde), C(C)O (ethanol), N1=CC=CC=C1 (pyridine), Cl.NO (hydroxylamine hydrochloride). Run in O (water). Run at temperature 25 celsius. The product is C1(=CC=CC=C1)C=1OC=C(N1)COC1=CC=C(C=NO)C=C1 (4-(2-phenyl-oxazol-4-ylmethoxy)benzaldehyde oxime). The yield is 97.1%. Reaction SMILES: [C:1]1([C:7]2[O:8][CH:9]=[C:10]([CH2:12][O:13][C:14]3[CH:21]=[CH:20][C:17]([CH:18]=O)=[CH:16][CH:15]=3)[N:11]=2)[CH:6]=[CH:5][CH:4]=[CH:3][CH:2]=1.C(O)C.N1C=CC=CC=1.Cl.[NH2:32][OH:33]>O>[C:1]1([C:7]2[O:8][CH:9]=[C:10]([CH2:12][O:13][C:14]3[CH:21]=[CH:20][C:17]([CH:18]=[N:32][OH:33])=[CH:16][CH:15]=3)[N:11]=2)[CH:6]=[CH:5][CH:4]=[CH:3][CH:2]=1 |f:3.4|. Procedure: A solution of 4-(2-phenyl-oxazol-4-ylmethoxy)benzaldehyde (4.3 g, 15.3 mmol), ethanol (100 mL), pyridine (45 mL) and hydroxylamine hydrochloride (2.2 g, 30.8 mmol) was refluxed for 1.5 hours. The solution is cooled to 25° C. and poured into water (600 mL). The resultant precipitate was filtered and dried at 25° C. for 18 hours to give the product as a white solid in 97.1% yield, m.p. 184°-186° C. MS (EI, m/e): 294 (M)+. Reactants: O (water), C(C)(=O)OCC (ethyl acetate), C(C1=CC=CC=C1)N(CC1=CC=CC=C1)CC1C(C(OC1)OC(C1=CC(=CC(=C1)C(F)(F)F)C(F)(F)F)=O)C1=CC=CC=C1 (3,5-Bis(trifluoromethyl)benzoic acid 4-[(N,N-dibenzylamino)methyl]-3-phenyl-tetrahydrofuran-2-yl ester). The solvent is O1CCCC1 (tetrahydrofuran), O1CCCC1 (tetrahydrofuran). Conditions: temperature 60 celsius, time 18 hour. The product is C(C1=CC=CC=C1)N(CC1=CC=CC=C1)CC1COC(C1C1=CC=CC=C1)OC(=C)C1=CC(=CC(=C1)C(F)(F)F)C(F)(F)F (N,N-Dibenzyl-{5-[1-(3,5-bis(trifluoromethyl)-phenyl)vinyloxy]-4-phenyl-tetrahydrofuran-3-ylmethyl}amine). The yield is 29.0%. As a reaction SMILES: [CH2:1]([N:8]([CH2:16][CH:17]1[CH2:21][O:20][CH:19]([O:22][C:23](=O)[C:24]2[CH:29]=[C:28]([C:30]([F:33])([F:32])[F:31])[CH:27]=[C:26]([C:34]([F:37])([F:36])[F:35])[CH:25]=2)[CH:18]1[C:39]1[CH:44]=[CH:43][CH:42]=[CH:41][CH:40]=1)[CH2:9][C:10]1[CH:15]=[CH:14][CH:13]=[CH:12][CH:11]=1)[C:2]1[CH:7]=[CH:6][CH:5]=[CH:4][CH:3]=1.O.[C:46](OCC)(=O)C>O1CCCC1>[CH2:9]([N:8]([CH2:16][CH:17]1[CH:18]([C:39]2[CH:40]=[CH:41][CH:42]=[CH:43][CH:44]=2)[CH:19]([O:22][C:23]([C:24]2[CH:25]=[C:26]([C:34]([F:37])([F:36])[F:35])[CH:27]=[C:28]([C:30]([F:33])([F:32])[F:31])[CH:29]=2)=[CH2:46])[O:20][CH2:21]1)[CH2:1][C:2]1[CH:3]=[CH:4][CH:5]=[CH:6][CH:7]=1)[C:10]1[CH:11]=[CH:12][CH:13]=[CH:14][CH:15]=1. Reported procedure: (2SR, 3SR, 4SR) 3,5-Bis(trifluoromethyl)benzoic acid 4-[(N,N-dibenzylamino)methyl]-3-phenyl-tetrahydrofuran-2-yl ester (Description 7(a); 1.03 g, 1.7 mmol) was azeotroped with tetrahydrofuran (2×10 ml), dissolved in tetrahydrofuran (15 ml) and degassed with Firestone™ valve (×3). Bis(cyclopentadiene) titanium dimethyl (1.8 ml, 2.8M in toluene) was added and the mixture was heated to 60° C. in the dark. Further bis(cyclopentadiene) titanium dimethyl (1 ml) was added and the reaction was left to s...